This data is from the Open Reaction Database (ORD), a public repository of structured organic reaction records. The task is: describe an organic reaction: reactants, conditions, products, and yield Reactants: N (ammonia), C1(=CC=CC=C1)[C@H]1C(=O)OCC1 ((S)-2-phenylbutyrolactone), ClCCl.CO (dichloromethane methanol). Run in C(C)O (ethanol). Product: C1(=CC=CC=C1)[C@@H](C(=O)N)CCO ((S)-2-phenyl-4-hydroxybutyramide). The yield is 63.3%. As a reaction SMILES: [C:1]1([C@@H:7]2[CH2:12][CH2:11][O:10][C:8]2=[O:9])[CH:6]=[CH:5][CH:4]=[CH:3][CH:2]=1.[NH3:13].ClCCl.CO>C(O)C>[C:1]1([C@H:7]([CH2:12][CH2:11][OH:10])[C:8]([NH2:13])=[O:9])[CH:6]=[CH:5][CH:4]=[CH:3][CH:2]=1 |f:2.3|. Reported procedure: (S)-2-phenylbutyrolactone (1 gram) was dissolved in 5 ml of absolute ethanol, followed by the addition of 0.5 gram of gaseous ammonia. The solution was kept in a stoppered flask, and the progress of the reaction was followed by thin layer chromatography (eluent dichloromethane/methanol 20:1). After the reaction was judged complete, the ethanol was evaporated and the resulting residue redissolved in ethyl acetate. Ammonia was removed by extraction with 1% HCl, and the ethyl acetate solution was d... Starting materials: C(CCC)C=1N(C(=CN1)CO)CC1=C(C=CC=C1F)Cl (2-n-butyl-1-(2-chloro-6-fluorophenyl)methyl-5-hydroxymethyl-1H-imidazo le), ClC1=C(C=CC=C1)CN1C(=NC=C1CCN[C@@H](CC1=CC=CC=C1)C(=O)O)CCCC (N-[2-{1 [(2-chlorophenyl)methyl]-2-n-butyl-1H-imidazol-5-yl}ethyl]phenylalanine). The product is C(CCC)C=1N(C=CN1)CC1=C(C=CC=C1F)Cl (2-n-butyl-1-(2-chloro-6-fluorophenyl)methyl-1H-imidazole). As a reaction SMILES: ClC1C=CC=CC=1CN1C(CCN[C@H](C(O)=O)CC2C=CC=CC=2)=CN=C1CCCC.[CH2:32]([C:36]1[N:37]([CH2:43][C:44]2[C:49]([F:50])=[CH:48][CH:47]=[CH:46][C:45]=2[Cl:51])[C:38](CO)=[CH:39][N:40]=1)[CH2:33][CH2:34][CH3:35]>>[CH2:32]([C:36]1[N:37]([CH2:43][C:44]2[C:49]([F:50])=[CH:48][CH:47]=[CH:46][C:45]=2[Cl:51])[CH:38]=[CH:39][N:40]=1)[CH2:33][CH2:34][CH3:35]. Procedure details: The procedures of Example 1(ii iii) were used. From 7.63 g of crude 2-n-butyl-1-(2-chloro-6-fluorophenyl)methyl-1H-imidazole was obtained 2.8 q of 2-n-butyl-1-(2-chloro-6-fluorophenyl)methyl-5-hydroxymethyl-1H-imidazo le; mp 106°-108° C. (from ethyl acetate). This material was oxidized with manganese dioxide and worked up as described to give 0.88 g (63%) of 2-n butyl-2-(2-chloro-6-fluorophenyl)methyl-1H-imidazol-5-carboxaldehyde; mp 88°-90° C. (from ethyl acetate). The reactants are COC(=O)C1=CC=CC=2NC(=NC21)NCC2CCNCC2 (2-[(piperidin-4-ylmethyl)-amino]-1H-benzimidazole-4-carboxylic acid methyl ester), OC1=C(C=O)C=C(C=C1Cl)Cl (2-hydroxy-3,5-dichlorobenzaldehyde), C(C)(=O)O[BH-](OC(C)=O)OC(C)=O.[Na+] (sodium triacetoxyborohydride), CO (Methanol). Run in CS(=O)C.C(C)(=O)O (dimethylsulfoxide acetic acid). Reaction conditions: temperature 50 celsius, time 2 day. Yields the product COC(=O)C1=CC=CC=2NC(=NC21)NCC2CCN(CC2)CC2=C(C(=CC(=C2)Cl)Cl)O (2-{[1-(3,5-dichloro-2-hydroxy-benzyl)-piperidin-4-ylmethyl]-amino}-1H-benzimidazole-4-carboxylic acid methyl ester). As a reaction SMILES: [CH3:1][O:2][C:3]([C:5]1[C:13]2[N:12]=[C:11]([NH:14][CH2:15][CH:16]3[CH2:21][CH2:20][NH:19][CH2:18][CH2:17]3)[NH:10][C:9]=2[CH:8]=[CH:7][CH:6]=1)=[O:4].[OH:22][C:23]1[C:30]([Cl:31])=[CH:29][C:28]([Cl:32])=[CH:27][C:24]=1[CH:25]=O.C(O[BH-](OC(=O)C)OC(=O)C)(=O)C.[Na+].CO>CS(C)=O.C(O)(=O)C>[CH3:1][O:2][C:3]([C:5]1[C:13]2[N:12]=[C:11]([NH:14][CH2:15][CH:16]3[CH2:21][CH2:20][N:19]([CH2:25][C:24]4[CH:27]=[C:28]([Cl:32])[CH:29]=[C:30]([Cl:31])[C:23]=4[OH:22])[CH2:18][CH2:17]3)[NH:10][C:9]=2[CH:8]=[CH:7][CH:6]=1)=[O:4] |f:2.3,5.6|. Procedure: After dissolving 2-[(piperidin-4-ylmethyl)-amino]-1H-benzimidazole-4-carboxylic acid methyl ester (20 mg, 0.055 mmol) in dimethylsulfoxide-acetic acid (10:1), 2-hydroxy-3,5-dichlorobenzaldehyde (32.0 mg, 0.166 mmol) and sodium triacetoxyborohydride (35.0 mg, 0.166 mg) were added and the mixture was stirred at 50° C. for 2 days. Methanol (1 ml) was added to the reaction mixture, and then after stirring for 1 minute, it was purified by SCX solid phase extraction (Bond Elute SCX500MG). The product ...